This data is from the Open Reaction Database (ORD), a public repository of structured organic reaction records. The task is: describe an organic reaction: reactants, conditions, products, and yield Starting materials: CC(C)(C)OC(=O)N1CCC(O)CC1, C1CCOC1, CC(C)(C)[O-], CS(=O)(=O)c1ccc2c(c1)CCN2c1ncnc(Cl)n1, [K+]. Yields the product CC(C)(C)OC(=O)N1CCC(Oc2ncnc(N3CCc4cc(S(C)(=O)=O)ccc43)n2)CC1. RXN SMILES: [C:21]([CH3:22])([CH3:23])([CH3:24])[O:25][C:26](=[O:27])[N:28]1[CH2:29][CH2:30][CH:31]([OH:34])[CH2:32][CH2:33]1.[CH2:41]1[O:42][CH2:43][CH2:44][CH2:45]1.[CH3:35][C:36]([CH3:37])([O-:38])[CH3:39].[Cl:1][c:2]1[n:3][c:4]([N:8]2[CH2:9][CH2:10][c:11]3[cH:12][c:13]([S:17](=[O:18])(=[O:19])[CH3:20])[cH:14][cH:15][c:16]32)[n:5][cH:6][n:7]1.[K+:40]>>[c:2]1([O:34][CH:31]2[CH2:30][CH2:29][N:28]([C:26]([O:25][C:21]([CH3:22])([CH3:23])[CH3:24])=[O:27])[CH2:33][CH2:32]2)[n:3][c:4]([N:8]2[CH2:9][CH2:10][c:11]3[cH:12][c:13]([S:17](=[O:18])(=[O:19])[CH3:20])[cH:14][cH:15][c:16]32)[n:5][cH:6][n:7]1. The reactants are O=C(O)c1cc(=O)[nH]c(C2CC2)n1, [O-]Cl, Cl, [Na+], [Na+], [Na+], [OH-], O, O=S([O-])O. The product is O=C(O)c1nc(C2CC2)[nH]c(=O)c1Cl. As a reaction SMILES: [CH:1]1([c:4]2[nH:5][c:6](=[O:13])[cH:7][c:8]([C:10](=[O:11])[OH:12])[n:9]2)[CH2:2][CH2:3]1.[Cl:15][O-:16].[ClH:14].[Na+:17].[Na+:22].[Na+:24].[OH-:23].[OH2:25].[S:18](=[O:19])([OH:20])[O-:21]>>[CH:1]1([c:4]2[nH:5][c:6](=[O:13])[c:7]([Cl:14])[c:8]([C:10](=[O:11])[OH:12])[n:9]2)[CH2:2][CH2:3]1.